This data is from the Open Reaction Database (ORD), a public repository of structured organic reaction records. The task is: describe an organic reaction: reactants, conditions, products, and yield Starting materials: BrCc1ccc(Br)cc1, O=C([O-])[O-], CC#N, [K+], [K+], c1ccc(C2CNCCS2)cc1. Product: Brc1ccc(CN2CCSC(c3ccccc3)C2)cc1. RXN SMILES: [Br:1][c:2]1[cH:3][cH:4][c:5]([CH2:6][Br:7])[cH:8][cH:9]1.[C:22](=[O:23])([O-:24])[O-:25].[CH3:28][C:29]#[N:30].[K+:26].[K+:27].[c:10]1([CH:16]2[S:17][CH2:18][CH2:19][NH:20][CH2:21]2)[cH:11][cH:12][cH:13][cH:14][cH:15]1>>[Br:1][c:2]1[cH:3][cH:4][c:5]([CH2:6][N:20]2[CH2:19][CH2:18][S:17][CH:16]([c:10]3[cH:11][cH:12][cH:13][cH:14][cH:15]3)[CH2:21]2)[cH:8][cH:9]1. Starting materials: NC=1C(N(C(=CN1)C1=CC(=CC=C1)CO)C)C(=O)OC (Methyl 3-amino-6-(3-hydroxymethylphenyl)-N-methylpyrazine-2-carboxylate), N1=CC=CC=C1 (pyridine), S(=O)(Cl)Cl (Thionyl chloride). Solvent: C1CCOC1 (THF). Conditions: temperature 0 celsius, time 2 hour. Yields the product NC=1C(N(C(=CN1)C1=CC(=CC=C1)CCl)C)C(=O)OC (methyl 3-amino-6-(3-chloromethylphenyl)-N-methylpyrazine-2-carboxylate). Isolated yield 34.0%. RXN SMILES: [NH2:1][C:2]1[CH:3]([C:17]([O:19][CH3:20])=[O:18])[N:4]([CH3:16])[C:5]([C:8]2[CH:13]=[CH:12][CH:11]=[C:10]([CH2:14]O)[CH:9]=2)=[CH:6][N:7]=1.N1C=CC=CC=1.S(Cl)([Cl:29])=O>C1COCC1>[NH2:1][C:2]1[CH:3]([C:17]([O:19][CH3:20])=[O:18])[N:4]([CH3:16])[C:5]([C:8]2[CH:13]=[CH:12][CH:11]=[C:10]([CH2:14][Cl:29])[CH:9]=2)=[CH:6][N:7]=1. Procedure: Methyl 3-amino-6-(3-hydroxymethylphenyl)-N-methylpyrazine-2-carboxylate (75 mg, 0.3 mmol) was taken into THF (2 mL) followed by addition of pyridine (120 uL, 1.5 mmol) and the solution was cooled to 0° C. Thionyl chloride (42 uL, 0.6 mmol) was added to the mixture by syringe followed by warming to room temperature. The mixture was then stirred for two hours and partitioned with ethyl acetate and 1 M aqueous hydrochloric acid. The organic layer was washed with water (1x) then brine and dried over... Starting materials: CC1=CC=C(C=C1)N(N)CC(=O)OC (methyl [1-(4-methylphenyl)hydrazino]acetate), CN=C=O (methyl isocyanate), C[O-].[Na+] (sodium methoxide). The solvent is C(C)#N (acetonitrile). Yields the product CN1C(NN(CC1=O)C1=CC=C(C=C1)C)=O (Dihydro-4-methyl-1-(4-methylphenyl)-1,2,4-triazine-3,5-(2H,4H)-dione). Reaction SMILES: [CH3:1][C:2]1[CH:7]=[CH:6][C:5]([N:8]([CH2:10][C:11]([O:13]C)=O)[NH2:9])=[CH:4][CH:3]=1.[CH3:15][N:16]=[C:17]=[O:18].C[O-].[Na+]>C(#N)C>[CH3:15][N:16]1[C:11](=[O:13])[CH2:10][N:8]([C:5]2[CH:4]=[CH:3][C:2]([CH3:1])=[CH:7][CH:6]=2)[NH:9][C:17]1=[O:18] |f:2.3|. Reported procedure: To a solution of methyl [1-(4-methylphenyl)hydrazino]acetate (2.25 g) in acetonitrile (10 ml) was added methyl isocyanate (2 ml) and the mixture was heated under reflux for 30 min. The solvent was removed in vacuo to give a solid which was treated with a solution of sodium methoxide (27 ml; from sodium (4 g) and methanol (200 ml)) according to the method of Example 3 to give a solid which was purified by trituration with System A (1:1) to give the title compound (1.51 g), m.p. 193°-194°, t.l.c. ...